From a dataset of the Open Reaction Database (ORD), a public repository of structured organic reaction records. describe an organic reaction: reactants, conditions, products, and yield Starting materials: ClC(C=O)(CC)Cl (2,2-dichlorobutanal), FC1=CC=C(C=O)C=C1 (4-fluorobenzaldehyde), C(C)#N (acetonitrile), O (Water), N (ammonia). Reaction conditions: time 4 day. The product is C(C)C=1N=C(NC1)C1=CC=C(C=C1)F (4-ethyl-2-(4-fluorophenyl)imidazole). Reaction SMILES: Cl[C:2](Cl)([CH2:5][CH3:6])[CH:3]=O.[F:8][C:9]1[CH:16]=[CH:15]C(C=O)=[CH:11][CH:10]=1.[NH3:17].O.[C:19](#[N:21])[CH3:20]>>[CH2:5]([C:2]1[N:21]=[C:19]([C:20]2[CH:15]=[CH:16][C:9]([F:8])=[CH:10][CH:11]=2)[NH:17][CH:3]=1)[CH3:6]. Procedure details: In acetonitrile (80 ml) were dissolved 2,2-dichlorobutanal (16.2 g) and 4-fluorobenzaldehyde (14.9 g). To the solution was added dropwise 28% aqueous ammonia (135 ml) under ice-cooling, and the resulting mixture was stirred at room temperature for 4 days. Water was added to the reaction mixture and the mixture was extracted with chloroform. The organic layer was washed with brine, dried over anhydrous sodium sulfate and the solvent was removed under reduced pressure. The resulting residue was cr... Reactants: ClN1C(CCC1=O)=O (N-Chlorosuccinimide), ClC=1C2=C(N=CN1)N(C=C2)COCCOC(C)=O (4-Chloro-7-(2-acetoxyethoxymethyl)pyrrolo[2,3-d]pyrimidine), O (Water). Run in C(Cl)Cl (methylene chloride). Reaction conditions: time 8 day. Yields the product ClC=1C2=C(N=CN1)N(C=C2Cl)COCCOC(C)=O (4,5-Dichloro-7-(2-acetoxyethoxymethyl)pyrrolo[2,3-d]pyrimidine). As a reaction SMILES: [Cl:1]N1C(=O)CCC1=O.[Cl:9][C:10]1[C:11]2[CH:18]=[CH:17][N:16]([CH2:19][O:20][CH2:21][CH2:22][O:23][C:24](=[O:26])[CH3:25])[C:12]=2[N:13]=[CH:14][N:15]=1.O>C(Cl)Cl>[Cl:9][C:10]1[C:11]2[C:18]([Cl:1])=[CH:17][N:16]([CH2:19][O:20][CH2:21][CH2:22][O:23][C:24](=[O:26])[CH3:25])[C:12]=2[N:13]=[CH:14][N:15]=1. Procedure details: N-Chlorosuccinimide was added to a solution of 4-chloro-7-(2-acetoxyethoxymethyl)pyrrolo[2,3-d]pyrimidine (3) (0.35 g) in dry methylene chloride (15 mL). The reaction mixture was stirred at room temperature for 8 days. At that time, TLC established a complete disappearance of starting material. Water (50 mL) was added to the mixture and the product was extracted with CHCl3 (3×30 mL). The chloroform extracts were combined and washed with water, then dried over anhydrous Na2SO4. The solvent was re... Starting materials: FC1=C(C=C(C#N)C=C1)C(F)(F)F (4-fluoro-3-trifluoromethyl-benzonitrile), [K].CC(C)([O-])C (potassium tert.-butoxide), Cl.N1NC(CC1)=O (pyrazolidin-3-on-hydrochloride). Reported procedure: 1.00 g (5.29 mmol) 4-fluoro-3-trifluoromethyl-benzonitrile are stirred together with 1.35 g (12.0 mmol) potassium-tert.-butoxide in 4 ml DMSO at ambient temperature under an argon atmosphere for 35 min and then 1.00 g (8.16 mmol) pyrazolidin-3-on-hydrochloride in 3 ml DMSO are added. After stirring at ambient temperature for 68 h the reaction mixture is poured into semisat. sodium chloride solution and extracted with ethyl acetate. The combined organic phases are dried over magnesium sulphate an... Reaction SMILES: F[C:2]1[CH:9]=[CH:8][C:5]([C:6]#[N:7])=[CH:4][C:3]=1[C:10]([F:13])([F:12])[F:11].[K].CC(C)([O-])C.Cl.[NH:21]1[CH2:25][CH2:24][C:23](=[O:26])[NH:22]1>CS(C)=O>[N:21]1([C:2]2[CH:9]=[CH:8][C:5]([C:6]#[N:7])=[CH:4][C:3]=2[C:10]([F:13])([F:12])[F:11])[CH2:25][CH2:24][C:23](=[O:26])[NH:22]1 |f:1.2,3.4,^1:13|. Reaction conditions: time 68 hour. The solvent is CS(=O)C (DMSO), CS(=O)C (DMSO). Yields the product N1(NC(CC1)=O)C1=C(C=C(C#N)C=C1)C(F)(F)F (4-(pyrazolidin-3-on-1-yl)-3-trifluoromethyl-benzonitrile). Reactants: C(#N)CC(=O)O (cyanoacetic acid), C1(CCCCC1)N=C=NC1CCCCC1 (dicyclohexylcarbodiimide), ClC1=C(C(=C(C(=C1O)Cl)Cl)Cl)Cl (pentachlorophenol). Solvent: ClCCl (dichloromethane), ClCCl (dichloromethane). Reaction conditions: time 4 hour. The product is ClC1=C(C(=C(C(=C1OC(CC#N)=O)Cl)Cl)Cl)Cl (Cyanoacetic acid pentachlorophenyl ester). As a reaction SMILES: [C:1]([CH2:3][C:4]([OH:6])=[O:5])#[N:2].C1(N=C=NC2CCCCC2)CCCCC1.[Cl:22][C:23]1[C:28](O)=[C:27]([Cl:30])[C:26]([Cl:31])=[C:25]([Cl:32])[C:24]=1[Cl:33]>ClCCl>[Cl:22][C:23]1[C:28]([O:5][C:4](=[O:6])[CH2:3][C:1]#[N:2])=[C:27]([Cl:30])[C:26]([Cl:31])=[C:25]([Cl:32])[C:24]=1[Cl:33]. Procedure details: 17 g. (0.2 moles) of cyanoacetic acid are dissolved in 150 ml. of dichloromethane and 40 g. (0.2 moles) of dicyclohexylcarbodiimide and 52 g. (0.2 moles) of pentachlorophenol dissolved in 200 ml. of dichloromethane are added dropwise at room temperature. The mixture is stirred for 4 hours at room temperature. The mixture is cooled to 0° C. and the precipitated dicyclohexylcarbodiimide is filtered and the solvent is distilled off. The residue is taken up in diisopropyl ether, filtered and dried. Starting materials: ClC1=NC(=C2N=CN(C2=N1)COCCO)N (2-chloro-9-(2-hydroxyethoxymethyl)adenine), N (ammonia). Run at temperature 120 celsius. Product: NC1=NC(=C2N=CN(C2=N1)COCCO)N (2-amino-9-(2-hydroxyethoxymethyl)adenine). Yield: 12.0%. Reaction SMILES: Cl[C:2]1[N:10]=[C:9]2[C:5]([N:6]=[CH:7][N:8]2[CH2:11][O:12][CH2:13][CH2:14][OH:15])=[C:4]([NH2:16])[N:3]=1.[NH3:17]>>[NH2:17][C:2]1[N:10]=[C:9]2[C:5]([N:6]=[CH:7][N:8]2[CH2:11][O:12][CH2:13][CH2:14][OH:15])=[C:4]([NH2:16])[N:3]=1. Reported procedure: A mixture of 2-chloro-9-(2-hydroxyethoxymethyl)adenine (4.4g) and liquid ammonia (40ml) was heated at 120° C. in a bomb for 19 hours. The reaction mixture was removed from the bomb and excess ammonia removed in vacuo. The residue was partitioned between ether and water and the aqueous layer washed twice more with ether and once with chloroform. The aqueous solution was then treated with an excess of a strongly basic ion exchange resin to convert the ammonium chloride to ammonia and evaporated to...